The task is: describe an organic reaction: reactants, conditions, products, and yield. This data is from the Open Reaction Database (ORD), a public repository of structured organic reaction records. Reactants: BrC=1C=C(C2=C(C(CO2)(C)C)C1)C=O (5-bromo-3,3-dimethyl-2,3-dihydrobenzofuran-7-carbaldehyde), C1(CCCCC1)[Mg]Cl (cyclohexyl magnesium chloride), solution, C(C)(=O)OCC (ethyl acetate), BrC=1C=C(C2=C(C(CO2)(C)C)C1)C=O (5-bromo-3,3-dimethyl-2,3-dihydrobenzofuran-7-carbaldehyde), C(C)OCC (diethyl ether), CCOCC (ether). Solvent: CCCCCC (hexane). The product is BrC=1C=C(C2=C(C(CO2)(C)C)C1)C(O)C1CCCCC1 ((5-Bromo-3,3-dimethyl-2,3-dihydro-benzofuran-7-yl)-cyclohexyl-methanol). As a reaction SMILES: [Br:1][C:2]1[CH:3]=[C:4]([CH:13]=[O:14])[C:5]2[O:9][CH2:8][C:7]([CH3:11])([CH3:10])[C:6]=2[CH:12]=1.C(OCC)C.[CH:20]1([Mg]Cl)[CH2:25][CH2:24][CH2:23][CH2:22][CH2:21]1.C(OCC)(=O)C>CCCCCC>[Br:1][C:2]1[CH:3]=[C:4]([CH:13]([CH:20]2[CH2:25][CH2:24][CH2:23][CH2:22][CH2:21]2)[OH:14])[C:5]2[O:9][CH2:8][C:7]([CH3:11])([CH3:10])[C:6]=2[CH:12]=1. Procedure details: Following General Procedure K and using 5-bromo-3,3-dimethyl-2,3-dihydrobenzofuran-7-carbaldehyde (Intermediate 30, 0.765 g, 3 mmol), 10 mL of anhydrous diethyl ether, and a 2M solution of cyclohexyl magnesium chloride solution in ether (3 mL, 6 mmol) followed by flash column chromatography using 10% ethyl acetate in hexane, the title compound was obtained (0.62 g, 61%). The reactants are O=CC(Cl)=C(Cl)C(=O)O, c1ccc2[nH]ccc2c1. The product is O=C1OC(c2c[nH]c3ccccc23)C(Cl)=C1Cl. Reaction SMILES: [C:1]([C:2]([Cl:3])=[C:4]([Cl:5])[CH:6]=[O:7])(=[O:8])[OH:9].[nH:10]1[cH:11][cH:12][c:13]2[cH:14][cH:15][cH:16][cH:17][c:18]12>>[C:1]1(=[O:8])[C:2]([Cl:3])=[C:4]([Cl:5])[CH:6]([c:12]2[cH:11][nH:10][c:18]3[c:13]2[cH:14][cH:15][cH:16][cH:17]3)[O:9]1. Starting materials: Cc1nc(N)c2nc(C)n(CCCN)c2c1C, O=C(Cl)C1CC1c1ccccc1. Product: Cc1nc(N)c2nc(C)n(CCCNC(=O)C3CC3c3ccccc3)c2c1C. As a reaction SMILES: [NH2:13][CH2:14][CH2:15][CH2:16][n:17]1[c:18]([CH3:29])[n:19][c:20]2[c:21]([NH2:28])[n:22][c:23]([CH3:27])[c:24]([CH3:26])[c:25]12.[c:1]1([CH:7]2[CH:8]([C:10](=[O:11])[Cl:12])[CH2:9]2)[cH:2][cH:3][cH:4][cH:5][cH:6]1>>[c:1]1([CH:7]2[CH:8]([C:10](=[O:11])[NH:13][CH2:14][CH2:15][CH2:16][n:17]3[c:18]([CH3:29])[n:19][c:20]4[c:21]([NH2:28])[n:22][c:23]([CH3:27])[c:24]([CH3:26])[c:25]34)[CH2:9]2)[cH:2][cH:3][cH:4][cH:5][cH:6]1. Reactants: Cc1ccc(Br)cc1[N+](=O)[O-], Nc1ccc(Sc2ccccc2)c2c1C(=O)c1ccccc1C2=O, [Na+], [Na+], O=C([O-])[O-], O=[N+]([O-])c1ccccc1. Product: Cc1ccc(Nc2ccc(Sc3ccccc3)c3c2C(=O)c2ccccc2C3=O)cc1[N+](=O)[O-]. RXN SMILES: [Br:40][c:41]1[cH:42][c:43]([N+:48](=[O:49])[O-:50])[c:44]([CH3:47])[cH:45][cH:46]1.[NH2:1][c:2]1[cH:3][cH:4][c:5]([S:18][c:19]2[cH:20][cH:21][cH:22][cH:23][cH:24]2)[c:6]2[c:15]1[C:14](=[O:16])[c:13]1[c:8]([cH:9][cH:10][cH:11][cH:12]1)[C:7]2=[O:17].[Na+:25].[Na+:26].[O-:27][C:28](=[O:29])[O-:30].[O-:31][N+:32]([c:33]1[cH:34][cH:35][cH:36][cH:37][cH:38]1)=[O:39]>>[NH:1]([c:2]1[cH:3][cH:4][c:5]([S:18][c:19]2[cH:20][cH:21][cH:22][cH:23][cH:24]2)[c:6]2[c:15]1[C:14](=[O:16])[c:13]1[c:8]([cH:9][cH:10][cH:11][cH:12]1)[C:7]2=[O:17])[c:41]1[cH:42][c:43]([N+:48](=[O:49])[O-:50])[c:44]([CH3:47])[cH:45][cH:46]1. Starting materials: C1COCCOCCOCCOCCO1, [Cl-], CC(C)(C)OC(=O)N(CCCl)CCCl, N#CCc1ccc(Cl)c(F)c1, [H-], [I-], [NH4+], [Na+], [Na+], CN(C)C=O. The product is CC(C)(C)OC(=O)N1CCC(C#N)(c2ccc(Cl)c(F)c2)CC1. Reaction SMILES: [CH2:14]1[O:15][CH2:16][CH2:17][O:18][CH2:19][CH2:20][O:21][CH2:22][CH2:23][O:24][CH2:25][CH2:26][O:27][CH2:28]1.[Cl-:45].[Cl:31][CH2:32][CH2:33][N:34]([C:35]([O:36][C:37]([CH3:38])([CH3:39])[CH3:40])=[O:41])[CH2:42][CH2:43][Cl:44].[Cl:3][c:4]1[c:5]([F:13])[cH:6][c:7]([CH2:10][C:11]#[N:12])[cH:8][cH:9]1.[H-:2].[I-:29].[NH4+:46].[Na+:1].[Na+:30].[O:47]=[CH:48][N:49]([CH3:50])[CH3:51]>>[Cl:3][c:4]1[c:5]([F:13])[cH:6][c:7]([C:10]2([C:11]#[N:12])[CH2:32][CH2:33][N:34]([C:35]([O:36][C:37]([CH3:38])([CH3:39])[CH3:40])=[O:41])[CH2:42][CH2:43]2)[cH:8][cH:9]1. The reactants are BrC=1C(N(C(N(C1C)C)=O)C1CCCCC1)=O (5-bromo-3-cyclohexyl-1,6-dimethyluracil), C(C)(C)(C)N1C(NC(=C(C1=O)Cl)C)=O (3-tert-butyl-5-chloro-6-methyluracil), C1CCC(CC1)N2C(=O)C3=C(CCC3)NC2=O (3-cyclohexyl-5,6-trimethyleneuracil), BrC=1C(N(C(NC1C)=O)C(C)C)=O (5-bromo-3-isopropyl-6-methyluracil). Yields the product BrC=1C(N(C(NC1C)=O)C(C)CC)=O (5-bromo-3-s-butyl-6-methyluracil). As a reaction SMILES: [Br:1][C:2]1[C:3](=[O:17])[N:4]([CH:11]2[CH2:16]CC[CH2:13][CH2:12]2)[C:5](=[O:10])[N:6](C)[C:7]=1[CH3:8].C1CCC(N2C(=O)NC3CCCC=3C2=O)CC1.BrC1C(=O)N(C(C)C)C(=O)NC=1C.C(N1C(=O)C(Cl)=C(C)NC1=O)(C)(C)C>>[Br:1][C:2]1[C:3](=[O:17])[N:4]([CH:11]([CH2:12][CH3:13])[CH3:16])[C:5](=[O:10])[NH:6][C:7]=1[CH3:8]. Procedure details: 5-bromo-3-cyclohexyl-1,6-dimethyluracil; 3-cyclohexyl-5,6-trimethyleneuracil; 5-bromo-3-isopropyl-6-methyluracil; 3-tert-butyl-5-chloro-6-methyluracil; Starting materials: [OH-].[Na+] (sodium hydroxide), C(C)C1=NC=2CCNCC2C(=C1)OCC1=CC=C(C=C1)C1=C(C=CC=C1)C=1N=NN(N1)C(C1=CC=CC=C1)(C1=CC=CC=C1)C1=CC=CC=C1 (2-ethyl-5,6,7,8-tetrahydro-4-[(2'-(2-triphenylmethyl-2H-tetrazol-5-yl)biphenyl-4-yl)methoxy]-1,6-naphthyridine), [H-].[Al+3].[Li+].[H-].[H-].[H-] (lithium aluminium hydride), C(=O)OCC (ethyl formate). Run in O (water), O (water), O1CCCC1 (tetrahydrofuran), O1CCCC1 (THF). Run at temperature 0 celsius, time 1 hour. Yields the product C(C)C1=NC=2CCN(CC2C(=C1)OCC1=CC=C(C=C1)C1=C(C=CC=C1)C=1N=NN(N1)C(C1=CC=CC=C1)(C1=CC=CC=C1)C1=CC=CC=C1)C (2-ethyl-6-methyl-5,6,7,8-tetrahydro-4-[ (2'-(2-triphenylmethyl-2H-tetrazol-5-yl)biphenyl-4-yl)-methoxy]-1,6-naphthyridine). The yield is 47.0%. As a reaction SMILES: [CH2:1]([C:3]1[CH:12]=[C:11]([O:13][CH2:14][C:15]2[CH:20]=[CH:19][C:18]([C:21]3[CH:26]=[CH:25][CH:24]=[CH:23][C:22]=3[C:27]3[N:28]=[N:29][N:30]([C:32]([C:45]4[CH:50]=[CH:49][CH:48]=[CH:47][CH:46]=4)([C:39]4[CH:44]=[CH:43][CH:42]=[CH:41][CH:40]=4)[C:33]4[CH:38]=[CH:37][CH:36]=[CH:35][CH:34]=4)[N:31]=3)=[CH:17][CH:16]=2)[C:10]2[CH2:9][NH:8][CH2:7][CH2:6][C:5]=2[N:4]=1)[CH3:2].[H-].[Al+3].[Li+].[H-].[H-].[H-].[CH:57](OCC)=O.[OH-].[Na+]>O1CCCC1.O>[CH2:1]([C:3]1[CH:12]=[C:11]([O:13][CH2:14][C:15]2[CH:16]=[CH:17][C:18]([C:21]3[CH:26]=[CH:25][CH:24]=[CH:23][C:22]=3[C:27]3[N:28]=[N:29][N:30]([C:32]([C:33]4[CH:34]=[CH:35][CH:36]=[CH:37][CH:38]=4)([C:39]4[CH:40]=[CH:41][CH:42]=[CH:43][CH:44]=4)[C:45]4[CH:50]=[CH:49][CH:48]=[CH:47][CH:46]=4)[N:31]=3)=[CH:19][CH:20]=2)[C:10]2[CH2:9][N:8]([CH3:57])[CH2:7][CH2:6][C:5]=2[N:4]=1)[CH3:2] |f:1.2.3.4.5.6,8.9|. Procedure details: A solution of 2-ethyl-5,6,7,8-tetrahydro-4-[(2'-(2-triphenylmethyl-2H-tetrazol-5-yl)biphenyl-4-yl)methoxy]-1,6-naphthyridine (500 mg) in dry tetrahydrofuran (THF) (2 ml) was added dropwise over a period of 20 minutes to a stirred suspension of lithium aluminium hydride (116 mg) in dry THF (2 ml) under an atmosphere of argon. The mixture was cooled to 0° C. and ethyl formate (173 mg) was added dropwise over a period of 10 minutes. The mixture was stirred for 1 hour and then water (0.12 ml), 4M so...